From a dataset of the Open Reaction Database (ORD), a public repository of structured organic reaction records. describe an organic reaction: reactants, conditions, products, and yield The reactants are BrC=1C=C(C=CC1)O (3-bromophenol), ClC=1C=C(C=CC1)O (3-chlorophenol), FC=1C=C(C=CC1)O (3-fluorophenol). The product is BrC1=CC=C2C(CC(OC2=C1)C)=O (7-bromo-2-methylchroman-4-one). Yield: 30.0%. Reaction SMILES: [Br:1][C:2]1[CH:3]=[C:4]([OH:8])[CH:5]=[CH:6][CH:7]=1.Cl[C:10]1[CH:11]=[C:12]([OH:16])C=C[CH:15]=1.FC1C=C(O)C=CC=1>>[Br:1][C:2]1[CH:3]=[C:4]2[C:5]([C:12](=[O:16])[CH2:11][CH:10]([CH3:15])[O:8]2)=[CH:6][CH:7]=1. Reported procedure: By the method of Preparations L1 and L2, and 3-bromophenol, 3-chlorophenol and 3-fluorophenol were converted, respectively, to 7-bromo-2-methylchroman-4-one (30% yield; oil); 7-chloro-2-methylchroman-4-one (35% yield; oil; Starting materials: C([O-])([O-])=O.[K+].[K+] (potassium carbonate), C(C)OC(CCCOC1=C(C(=CC=C1)CCCCCCBr)CCC(=O)OCC)=O (4-[3-(6-bromo-hexyl)-2-(2-ethoxycarbonyl-ethyl)-phenoxy]-butyric acid ethyl ester), C(C)(=O)C=1C=C(C=C(C1)O)OS(=O)(=O)C(F)(F)F (trifluoro-methanesulfonic acid 3-acetyl-5-hydroxy-phenyl ester). Solvent: CC(=O)C (acetone), CN(C)C=O (DMF). Reaction conditions: temperature 75 celsius, time 3 hour. The product is C(C)OC(CCCOC1=C(C(=CC=C1)CCCCCCOC1=CC(=CC(=C1)OS(=O)(=O)C(F)(F)F)C(C)=O)CCC(=O)OCC)=O (4-[3-[6-(3-Acetyl-5-trifluoromethanesulfonyloxy-phenoxy)-hexyl]-2-(2-ethoxycarbonyl-ethyl)-phenoxy]-butyric acid ethyl ester). Yield: 71.6%. As a reaction SMILES: [C:1]([C:4]1[CH:5]=[C:6]([O:11][S:12]([C:15]([F:18])([F:17])[F:16])(=[O:14])=[O:13])[CH:7]=[C:8]([OH:10])[CH:9]=1)(=[O:3])[CH3:2].C(=O)([O-])[O-].[K+].[K+].[CH2:25]([O:27][C:28](=[O:53])[CH2:29][CH2:30][CH2:31][O:32][C:33]1[CH:38]=[CH:37][CH:36]=[C:35]([CH2:39][CH2:40][CH2:41][CH2:42][CH2:43][CH2:44]Br)[C:34]=1[CH2:46][CH2:47][C:48]([O:50][CH2:51][CH3:52])=[O:49])[CH3:26]>CC(C)=O.CN(C=O)C>[CH2:25]([O:27][C:28](=[O:53])[CH2:29][CH2:30][CH2:31][O:32][C:33]1[CH:38]=[CH:37][CH:36]=[C:35]([CH2:39][CH2:40][CH2:41][CH2:42][CH2:43][CH2:44][O:10][C:8]2[CH:7]=[C:6]([O:11][S:12]([C:15]([F:18])([F:16])[F:17])(=[O:14])=[O:13])[CH:5]=[C:4]([C:1](=[O:3])[CH3:2])[CH:9]=2)[C:34]=1[CH2:46][CH2:47][C:48]([O:50][CH2:51][CH3:52])=[O:49])[CH3:26] |f:1.2.3|. Reported procedure: To a solution of trifluoro-methanesulfonic acid 3-acetyl-5-hydroxy-phenyl ester (1.0 g) in a mixture of acetone and DMF (2:1, 80 mL) were added potassium carbonate (2.4 g) and 4-[3-(6-bromo-hexyl)-2-(2-ethoxycarbonyl-ethyl)-phenoxy]-butyric acid ethyl ester (1.8 g). The resulting mixture was stirred at 75° C. for 3 h. Then the insoluble material was filtered out and the filtrate was diluted with ethyl acetate and washed with water and brine. The organic extract was dried over anhydrous sodium su... Reactants: FC1=C(OC=2C3=C(N=CN2)C=C(S3)S(=O)C)C=CC(=C1)[N+](=O)[O-] (4-(2-Fluoro-4-nitrophenoxy)-6-(methylsulfinyl)thieno[3,2-d]pyrimidine), FC=1C=C(C=CC1OC=1C2=C(N=CN1)C=C(S2)SC)NC(=S)NC(CC2=CC=CC=C2)=O (N-(3-Fluoro-4-(6-(methylthio)thieno[3,2-d]pyrimidin-4-yloxy)phenylcarbamothioyl)-2-phenylacetamide). Product: FC=1C=C(C=CC1OC=1C2=C(N=CN1)C=C(S2)S(=O)C)NC(=S)NC(CC2=CC=CC=C2)=O (N-(3-Fluoro-4-(6-(methylsulfinyl)thieno[3,2-d]pyrimidin-4-yloxy)phenyl carbamothioyl)-2-phenylacetamide). Isolated yield 36.0%. As a reaction SMILES: [F:1][C:2]1[CH:20]=[C:19]([N+:21]([O-])=O)[CH:18]=[CH:17][C:3]=1[O:4][C:5]1[C:6]2[S:13][C:12]([S:14]([CH3:16])=[O:15])=[CH:11][C:7]=2[N:8]=[CH:9][N:10]=1.FC1C=C(N[C:44]([NH:46][C:47](=[O:55])[CH2:48][C:49]2[CH:54]=[CH:53][CH:52]=[CH:51][CH:50]=2)=[S:45])C=CC=1OC1C2SC(SC)=CC=2N=CN=1>>[F:1][C:2]1[CH:20]=[C:19]([NH:21][C:44]([NH:46][C:47](=[O:55])[CH2:48][C:49]2[CH:50]=[CH:51][CH:52]=[CH:53][CH:54]=2)=[S:45])[CH:18]=[CH:17][C:3]=1[O:4][C:5]1[C:6]2[S:13][C:12]([S:14]([CH3:16])=[O:15])=[CH:11][C:7]=2[N:8]=[CH:9][N:10]=1. Procedure details: Starting from the compound 285 and following the procedure described above for the synthesis of compound 283 (scheme 64, step 4, example 225), title compound 286 was obtained in 36% yield as an off-white solid. 1H NMR (DMSO-d6) δ (ppm): 12.45(s, 1H), 11.83(s, 1H), 8.80(s, 1H), 8.13(s, 1H), 7.93(dd, 1H, J1=2.3 Hz, J2=10.9 Hz), 7.55 (t, 1H, J=8.6 Hz), 7.48 (m, 1H), 7.34-7.31(m, 4H), 7.28-7.25(m, 1H), 3.81(s, 2H), 3.08(s, 3H). MS (m/z): 501.0(M+H) (found). The reactants are CCCCOc1nc(N)c2nc(OC)n(CC3CCOC3)c2n1, CO, Cl, C1COCCO1. The product is CCCCOc1nc(N)c2[nH]c(=O)n(CC3CCOC3)c2n1. As a reaction SMILES: [CH2:1]([CH2:2][CH2:3][CH3:4])[O:5][c:6]1[n:7][c:8]([NH2:23])[c:9]2[n:10][c:11]([O:21][CH3:22])[n:12]([CH2:15][CH:16]3[CH2:17][O:18][CH2:19][CH2:20]3)[c:13]2[n:14]1.[CH3:25][OH:26].[ClH:24].[O:27]1[CH2:28][CH2:29][O:30][CH2:31][CH2:32]1>>[CH2:1]([CH2:2][CH2:3][CH3:4])[O:5][c:6]1[n:7][c:8]([NH2:23])[c:9]2[nH:10][c:11](=[O:21])[n:12]([CH2:15][CH:16]3[CH2:17][O:18][CH2:19][CH2:20]3)[c:13]2[n:14]1. The reactants are amides, C=1C=CC2=C(C1)N=NN2O (HOBT), C(C)(C)(C)OC(=O)N1CC2CC2CC1C(=O)O (3-(tert-butoxycarbonyl)-3-azabicyclo[4.1.0]heptane-4-carboxylic acid), Cl.NC1(CC1)C1=CC=C(C(=O)OC)C=C1 (methyl 4-(1-aminocyclopropyl)benzoate hydrochloride). The solvent is O (H2O). Product: COC(=O)C1=CC=C(C=C1)C1(CC1)NC(=O)C1N(CC2CC2C1)C(=O)OC(C)(C)C (tert-butyl 4-((1-(4-(methoxycarbonyl)phenyl)cyclopropyl)carbamoyl)-3-azabicyclo[4.1.0]heptane-3-carboxylate). The yield is 94.5%. Reaction SMILES: [C:1]([O:5][C:6]([N:8]1[CH:14]([C:15]([OH:17])=O)[CH2:13][CH:12]2[CH:10]([CH2:11]2)[CH2:9]1)=[O:7])([CH3:4])([CH3:3])[CH3:2].Cl.[NH2:19][C:20]1([C:23]2[CH:32]=[CH:31][C:26]([C:27]([O:29][CH3:30])=[O:28])=[CH:25][CH:24]=2)[CH2:22][CH2:21]1.C1C=CC2N(O)N=NC=2C=1>O>[CH3:30][O:29][C:27]([C:26]1[CH:31]=[CH:32][C:23]([C:20]2([NH:19][C:15]([CH:14]3[CH2:13][CH:12]4[CH:10]([CH2:11]4)[CH2:9][N:8]3[C:6]([O:5][C:1]([CH3:2])([CH3:3])[CH3:4])=[O:7])=[O:17])[CH2:21][CH2:22]2)=[CH:24][CH:25]=1)=[O:28] |f:1.2|. Procedure details: The title compound (D69) (270 mg) was prepared according to the general procedure for amides preparation (Method A) starting from 3-(tert-butoxycarbonyl)-3-azabicyclo[4.1.0]heptane-4-carboxylic acid (D17) (200 mg) and methyl 4-(1-aminocyclopropyl)benzoate hydrochloride (157 mg). HOBT.H2O: 1.2 eq; Reaction time: 3 hrs. Reactants: NC[C@@H]1[C@H]2C[C@H]2CN1C(=O)C=1N=C(SC1C=1C=C(C=CC1)C)C (((1S,2S,5R)-2-Aminomethyl-3-aza-bicyclo[3.1.0]hex-3-yl)-(2-methyl-5-m-tolyl-thiazol-4-yl)-methanone), O1CCOC2=C1C=CC=C2C(=O)O (2,3-Dihydro-benzo[1,4]dioxine-5-carboxylic acid). Yields the product CC=1SC(=C(N1)C(=O)N1[C@@H]([C@H]2C[C@H]2C1)CNC(=O)C1=CC=CC=2OCCOC21)C=2C=C(C=CC2)C (2,3-Dihydro-benzo[1,4]dioxine-5-carboxylic acid[(1S,2S,5R)-3-(2-methyl-5-m-tolyl-thiazole-4-carbonyl)-3-aza-bicyclo[3.1.0]hex-2-ylmethyl]-amide). Reaction SMILES: [NH2:1][CH2:2][C@H:3]1[N:8]([C:9]([C:11]2[N:12]=[C:13]([CH3:23])[S:14][C:15]=2[C:16]2[CH:17]=[C:18]([CH3:22])[CH:19]=[CH:20][CH:21]=2)=[O:10])[CH2:7][C@H:6]2[C@@H:4]1[CH2:5]2.[O:24]1[C:29]2[CH:30]=[CH:31][CH:32]=[C:33]([C:34](O)=[O:35])[C:28]=2[O:27][CH2:26][CH2:25]1>>[CH3:23][C:13]1[S:14][C:15]([C:16]2[CH:17]=[C:18]([CH3:22])[CH:19]=[CH:20][CH:21]=2)=[C:11]([C:9]([N:8]2[CH2:7][C@H:6]3[C@H:4]([CH2:5]3)[C@H:3]2[CH2:2][NH:1][C:34]([C:33]2[C:28]3[O:27][CH2:26][CH2:25][O:24][C:29]=3[CH:30]=[CH:31][CH:32]=2)=[O:35])=[O:10])[N:12]=1. Procedure details: prepared by reaction of ((1S,2S,5R)-2-Aminomethyl-3-aza-bicyclo[3.1.0]hex-3-yl)-(2-methyl-5-m-tolyl-thiazol-4-yl)-methanone with 2,3-Dihydro-benzo[1,4]dioxine-5-carboxylic acid. LC-MS (basic): tR=0.88 min; [M+H]+=490.1. Reactants: O=C(CC(=O)OCC)CC1=CC=CC=C1 (ethyl 3-oxo-4-phenylbutanoate), FC1=CC=C(C(=O)Cl)C=C1 (4-fluorobenzoyl chloride), [Cl-].[Mg+2].[Cl-] (magnesium chloride), N1=CC=CC=C1 (pyridine). Solvent: O1CCCC1 (tetrahydrofuran), O1CCCC1 (tetrahydrofuran), O1CCCC1 (tetrahydrofuran). Reaction conditions: temperature 0 celsius, time 30 minute. Product: FC1=CC=C(C(=O)C(C(=O)OCC)C(CC2=CC=CC=C2)=O)C=C1 (ethyl 2-(4-fluorobenzoyl)-3-oxo-4-phenylbutanoate). Isolated yield 67.5%. As a reaction SMILES: [Cl-].[Mg+2].[Cl-].[O:4]=[C:5]([CH2:12][C:13]1[CH:18]=[CH:17][CH:16]=[CH:15][CH:14]=1)[CH2:6][C:7]([O:9][CH2:10][CH3:11])=[O:8].N1C=CC=CC=1.[F:25][C:26]1[CH:34]=[CH:33][C:29]([C:30](Cl)=[O:31])=[CH:28][CH:27]=1>O1CCCC1>[F:25][C:26]1[CH:34]=[CH:33][C:29]([C:30]([CH:6]([C:5](=[O:4])[CH2:12][C:13]2[CH:14]=[CH:15][CH:16]=[CH:17][CH:18]=2)[C:7]([O:9][CH2:10][CH3:11])=[O:8])=[O:31])=[CH:28][CH:27]=1 |f:0.1.2|. Reported procedure: To a suspension of magnesium chloride (1.46 g) in tetrahydrofuran (10 ml) was added a solution of ethyl 3-oxo-4-phenylbutanoate (2.0 g) in tetrahydrofuran (10 ml) and the mixture was cooled to 0° C., then pyridine (25 ml) was added. The mixture was stirred at 20° C. for 30 minutes, then a solution of 4-fluorobenzoyl chloride (2.44 g) in tetrahydrofuran (10 ml) was added at 0° C. After stirring at 20° C. for 2 hours, the mixture was partitioned between 0.5N hydrochloric acid and ethyl acetate. Th... The reactants are C=1C=CC(=CC1)P(C=2C=CC=CC2)C3=CC=C4C=CC=CC4=C3C5=C6C=CC=CC6=CC=C5P(C=7C=CC=CC7)C=8C=CC=CC8 (BINAP), C([O-])([O-])=O.[Cs+].[Cs+] (cesium carbonate), ClC1=NC2=CC=CC=C2C=C1 (2-Chloroquinoline), NCCNC(OC(C)(C)C)=O (tert-butyl N-(2-aminoethyl)carbamate). The reagents and catalysts are C(C)(=O)[O-].[Pd+2].C(C)(=O)[O-] (Palladium acetate). Solvent: O1CCOCC1 (1,4-dioxane), C(C)(=O)OCC (ethyl acetate). Reaction conditions: temperature 110 celsius, time 3 hour. Yields the product N1=C(C=CC2=CC=CC=C12)NCCNC(OC(C)(C)C)=O (tert-Butyl N-[2-(2-quinolylamino)ethyl]carbamate). RXN SMILES: C1C=CC(P(C2C(C3C(P(C4C=CC=CC=4)C4C=CC=CC=4)=CC=C4C=3C=CC=C4)=C3C(C=CC=C3)=CC=2)C2C=CC=CC=2)=CC=1.C(=O)([O-])[O-].[Cs+].[Cs+].Cl[C:54]1[CH:63]=[CH:62][C:61]2[C:56](=[CH:57][CH:58]=[CH:59][CH:60]=2)[N:55]=1.[NH2:64][CH2:65][CH2:66][NH:67][C:68](=[O:74])[O:69][C:70]([CH3:73])([CH3:72])[CH3:71]>O1CCOCC1.C(OCC)(=O)C.C([O-])(=O)C.[Pd+2].C([O-])(=O)C>[N:55]1[C:56]2[C:61](=[CH:60][CH:59]=[CH:58][CH:57]=2)[CH:62]=[CH:63][C:54]=1[NH:64][CH2:65][CH2:66][NH:67][C:68](=[O:74])[O:69][C:70]([CH3:72])([CH3:71])[CH3:73] |f:1.2.3,8.9.10|. Procedure details: Palladium acetate (63 mg, 0.28 mmol), BINAP (250 mg, 0.4 mmol) and cesium carbonate (1.3 g, 4 mmol) were suspended in anhydrous 1,4-dioxane (9 ml) under an argon atmosphere and sonicated for 40 minutes. 2-Chloroquinoline (343 mg, 2 mmol) and tert-butyl N-(2-aminoethyl)carbamate (320 mg, 2 mmol) were added and the resulting mixture was stirred at 110° C. for three hours. The reaction mixture was diluted with ethyl acetate, the resulting precipitate was removed by centrifugation and decantation. T...